Dataset: the Open Reaction Database (ORD), a public repository of structured organic reaction records. Task: describe an organic reaction: reactants, conditions, products, and yield The reactants are SCc1ccccc1, CCCSc1cccnc1F, [H-], [Na+], O. The product is CCCSc1cccnc1SCc1ccccc1. As a reaction SMILES: [CH2:3]([c:4]1[cH:5][cH:6][cH:7][cH:8][cH:9]1)[SH:10].[F:11][c:12]1[n:13][cH:14][cH:15][cH:16][c:17]1[S:18][CH2:19][CH2:20][CH3:21].[H-:1].[Na+:2].[OH2:22]>>[CH2:3]([c:4]1[cH:5][cH:6][cH:7][cH:8][cH:9]1)[S:10][c:12]1[n:13][cH:14][cH:15][cH:16][c:17]1[S:18][CH2:19][CH2:20][CH3:21]. The reactants are BrC=1C(=NC(=CC1)Cl)C (3-Bromo-6-chloro-2-methyl-pyridine), BrC=1C=C(C(=NC1)N)C (5-bromo-3-methyl-pyridin-2-ylamine). Yields the product BrC=1C=C(C(=NC1)Cl)C (5-Bromo-2-chloro-3-methyl-pyridine). Yield: 67.0%. As a reaction SMILES: [Br:1][C:2]1[C:3](C)=[N:4][C:5]([Cl:8])=[CH:6][CH:7]=1.Br[C:11]1C=C(C)C(N)=NC=1>>[Br:1][C:2]1[CH:7]=[C:6]([CH3:11])[C:5]([Cl:8])=[N:4][CH:3]=1. Procedure details: Compound 76A (1.8 g, 67%) was prepared using a procedure similar to the synthesis of 55A from 5-bromo-3-methyl-pyridin-2-ylamine. The reactants are C(=O)(OC(C)(C)C)N[C@@H](CC1=CC=C(C=C1)O)[C@@H]1CCC(O1)=O (5(S)-[1(S)-(Boc-amino)-2-(p-hydroxyphenyl)ethyl]dihydrofuran-2-(3H)-one), C(=O)([O-])[O-].[Cs+].[Cs+] (Cs2CO3), COCCI (2-methoxyethyl iodide), C(=O)(OC(C)(C)C)N[C@@H](CC1=CC=C(C=C1)O)[C@@H]1CCC(O1)=O (5(S)-[1(S)-(Boc-amino)-2-(p-hydroxyphenyl)ethyl]dihydrofuran-2-(3H)-one), COCCI (2-methoxyethyl iodide), ice water. Solvent: CN(C)C=O.O1CCOCC1 (DMF dioxane). Conditions: time 18 hour. Product: C(=O)(OC(C)(C)C)N[C@@H](CC1=CC=C(C=C1)OCCOC)[C@@H]1CCC(O1)=O (5(S)-[1(S)-(Boc-Amino)-2-[p-(2-methoxyethoxy)phenyl]ethyl]dihydrofuran-2-(3H)-one). RXN SMILES: [C:1]([NH:8][C@H:9]([C@H:18]1[O:22][C:21](=[O:23])[CH2:20][CH2:19]1)[CH2:10][C:11]1[CH:16]=[CH:15][C:14]([OH:17])=[CH:13][CH:12]=1)([O:3][C:4]([CH3:7])([CH3:6])[CH3:5])=[O:2].C([O-])([O-])=O.[Cs+].[Cs+].[CH3:30][O:31][CH2:32][CH2:33]I>CN(C=O)C.O1CCOCC1>[C:1]([NH:8][C@H:9]([C@H:18]1[O:22][C:21](=[O:23])[CH2:20][CH2:19]1)[CH2:10][C:11]1[CH:16]=[CH:15][C:14]([O:17][CH2:33][CH2:32][O:31][CH3:30])=[CH:13][CH:12]=1)([O:3][C:4]([CH3:6])([CH3:7])[CH3:5])=[O:2] |f:1.2.3,5.6|. Procedure details: 3.17 g (9.86 mmol) of 5(S)-[1(S)-(Boc-amino)-2-(p-hydroxyphenyl)ethyl]dihydrofuran-2-(3H)-one in 190 ml of DMF/dioxane, 1:1, are treated, under an N2 atmosphere, with 6.4 g (19.7 mmol) of Cs2CO3 and 2.0 g (9.86 mmol) of 2-methoxyethyl iodide. Since HPLC indicates that unreacted 5(S)-[1(S)-(Boc-amino)-2-(p-hydroxyphenyl)ethyl]dihydrofuran-2-(3H)-one is still present after 18 h at RT, a further 1.2 g of 2-methoxyethyl iodide are added in portions. As soon as HPLC indicates that the reaction is com...